This data is from the Open Reaction Database (ORD), a public repository of structured organic reaction records. The task is: describe an organic reaction: reactants, conditions, products, and yield Reactants: NC1=C(C#N)C=CC(=C1)Br (2-Amino-4-bromobenzonitrile), B (borane). The solvent is C1CCOC1 (THF). Conditions: temperature 0 celsius, time 72 hour. Yields the product NCC1=C(N)C=C(C=C1)Br (2-(Aminomethyl)-5-bromoaniline). Yield: 86.0%. As a reaction SMILES: [NH2:1][C:2]1[CH:9]=[C:8]([Br:10])[CH:7]=[CH:6][C:3]=1[C:4]#[N:5].B>C1COCC1>[NH2:5][CH2:4][C:3]1[CH:6]=[CH:7][C:8]([Br:10])=[CH:9][C:2]=1[NH2:1]. Procedure details: To a solution of compound (11) (2 g, 10.0 mmol) in dry THF at 0° C. under an argon atmosphere was slowly added borane (15 mL, 1.0 M in THF). The reaction mixture was stirred for 10 min at 0° C. and further 72 h at room temperature. The reaction mixture was cooled to 0° C. and quenched by addition of ethanol (96%). The resulting suspension was extracted with ethyl acetate (3×20 mL). The combined organic layers were dried over sodium sulfate. Ethyl acetate was completely removed under reduced pres...